This data is from the Open Reaction Database (ORD), a public repository of structured organic reaction records. The task is: describe an organic reaction: reactants, conditions, products, and yield Reactants: FC1=C(C#N)C(=CC=C1)S(=O)(=O)C1=CC(=CC(=C1)OC)C (2-Fluoro-6-[(3 -methyl-5-methoxyphenyl)sulfonyl]benzonitrile), N (ammonia), resultant solution. The solvent is C(C)O (ethanol), C1CCOC1 (THF). Reaction conditions: temperature 130 celsius. Product: NC1=C(C#N)C(=CC=C1)S(=O)(=O)C1=CC(=CC(=C1)OC)C (2-amino-6-[(3-methyl-5-methoxyphenyl)sulfonyl]benzonitrile). Isolated yield 34.0%. Reaction SMILES: F[C:2]1[CH:9]=[CH:8][CH:7]=[C:6]([S:10]([C:13]2[CH:18]=[C:17]([O:19][CH3:20])[CH:16]=[C:15]([CH3:21])[CH:14]=2)(=[O:12])=[O:11])[C:3]=1[C:4]#[N:5].[NH3:22]>C(O)C.C1COCC1>[NH2:22][C:2]1[CH:9]=[CH:8][CH:7]=[C:6]([S:10]([C:13]2[CH:18]=[C:17]([O:19][CH3:20])[CH:16]=[C:15]([CH3:21])[CH:14]=2)(=[O:12])=[O:11])[C:3]=1[C:4]#[N:5]. Reported procedure: A solution of 0.3 g (0.00098 mol) of 2-fluoro-6-[(3-methyl-5-methoxyphenyl)sulfonyl]benzonitrile (Example 25) in 10 mL of absolute ethanol and ca. 2 mL of THF was saturated with ammonia. The resultant solution was sealed in a glass-lined Parr bomb and heated to 130° C. for 4 h. The solvent was removed in vacuo. 20 mL of 1 NaOH was added. This aqueous solution was extracted with 3×50 mL of EtOAc. The EtOAc solution was dried over MgSO4. After solvent removal, the crude product was recrystallized ... Starting materials: ClC=1C=C(C=NC1Cl)C12CCCN2CCC1 (7a-(5,6-dichloro-3-pyridinyl)-hexahydro-1H-pyrrolizine), Cl (HCl). Solvent: CCOCC (Et2O), CCOCC (Et2O). Yields the product Cl.ClC=1C=C(C=NC1Cl)C12CCCN2CCC1 (7a-(5,6-dichloro-3-pyridinyl)-hexahydro-1H-pyrrolizine hydrochloride salt). Yield: 151.2%. As a reaction SMILES: [Cl:1][C:2]1[CH:3]=[C:4]([C:9]23[CH2:16][CH2:15][CH2:14][N:13]2[CH2:12][CH2:11][CH2:10]3)[CH:5]=[N:6][C:7]=1[Cl:8].Cl>CCOCC>[ClH:1].[Cl:1][C:2]1[CH:3]=[C:4]([C:9]23[CH2:16][CH2:15][CH2:14][N:13]2[CH2:12][CH2:11][CH2:10]3)[CH:5]=[N:6][C:7]=1[Cl:8] |f:3.4|. Reported procedure: 7a-(5,6-dichloro-3-pyridinyl)-hexahydro-1H-pyrrolizine (from step 8b, 128 mg, 0.50 mmol) was slurried in Et2O (8 mL), and Et2O saturated with HCl (g) added. The solvent was removed, and the solid was recrystallized from MeOH/Et2O to afford a white solid (111 mg, 75%). mp 215°-217° C. MS (CI/NH3) m/e: 257 (M+H)+. 1H NMR D2O, 300 MHz) δ2.12-2.50 (m, 6H), 2.54-2.65 (m, 2H), 3.35-3.43 (m, 2H), 3.79-3.88 (m, 2H), 8.21 (d, J=2.4 Hz, 1H), 8.47 (d, J=2.4 Hz, 1H). Anal. Calcd for C12H15C13N2 : C, 49.09; ... Reactants: C1CCOC1, CNCC(=O)OC, CC(C)NC(C)C, Cc1cc(S(=O)(=O)Cl)ccc1NC(=O)c1cc(Cl)ncn1. Product: COC(=O)CN(C)S(=O)(=O)c1ccc(NC(=O)c2cc(Cl)ncn2)c(C)c1. Reaction SMILES: [CH2:36]1[O:37][CH2:38][CH2:39][CH2:40]1.[CH3:22][NH:23][CH2:24][C:25](=[O:26])[O:27][CH3:28].[CH:29]([NH:30][CH:31]([CH3:32])[CH3:33])([CH3:34])[CH3:35].[Cl:1][c:2]1[cH:3][c:4]([C:8](=[O:9])[NH:10][c:11]2[c:12]([CH3:21])[cH:13][c:14]([S:17](=[O:18])(=[O:19])[Cl:20])[cH:15][cH:16]2)[n:5][cH:6][n:7]1>>[Cl:1][c:2]1[cH:3][c:4]([C:8](=[O:9])[NH:10][c:11]2[c:12]([CH3:21])[cH:13][c:14]([S:17](=[O:18])(=[O:19])[N:23]([CH3:22])[CH2:24][C:25](=[O:26])[O:27][CH3:28])[cH:15][cH:16]2)[n:5][cH:6][n:7]1. Reactants: [OH-].[Na+] (sodium hydroxide), OC1COC1 (3-hydroxyoxetane), S(=O)(=O)([O-])C1=CC=C(C)C=C1 (tosylate), material, C1(=CC=C(C=C1)S(=O)(=O)Cl)C (p-toluenesulfonyl chloride). Run in O (water), O (water). Reaction conditions: time 1 hour. Yields the product S(=O)(=O)(OC=1COC1)C1=CC=C(C)C=C1 (3-oxetyl tosylate). Yield: 94.0%. Reaction SMILES: [OH:1][CH:2]1[CH2:5][O:4][CH2:3]1.[S:6]([C:10]1[CH:16]=[CH:15][C:13]([CH3:14])=[CH:12][CH:11]=1)([O-])(=[O:8])=[O:7].C1(C)C=CC(S(Cl)(=O)=O)=CC=1.[OH-].[Na+]>O>[S:6]([C:10]1[CH:16]=[CH:15][C:13]([CH3:14])=[CH:12][CH:11]=1)([O:1][C:2]1[CH2:3][O:4][CH:5]=1)(=[O:8])=[O:7] |f:3.4|. Procedure: The unpurified 3-hydroxyoxetane produced in Example 11 was used directly in the synthesis of its tosylate. To a stirred suspension of 315 g of the material (containing 3.4 moles of 3hydroxyoxetane) and 743 g (3.9 moles) of technical grade p-toluenesulfonyl chloride in 600 mL of water, was added dropwise, over a period of 25 minutes, a solution of 218 g (5.45 moles) of sodium hydroxide in 225 mL of water. The reaction was exothermic and ice bath cooling was used to keep the reaction temperature b...